Task: describe an organic reaction: reactants, conditions, products, and yield. Dataset: the Open Reaction Database (ORD), a public repository of structured organic reaction records RXN SMILES: [Br:1][c:2]1[cH:3][cH:4][c:5]([NH2:6])[cH:7][cH:8]1.[C:9](=[O:10])([OH:11])[O-:12].[CH3:28][CH2:29][O:30][C:31]([CH3:32])=[O:33].[Cl:14][C:15](=[O:16])[O:17][CH2:18][CH:19]([CH3:20])[CH3:21].[Na+:13].[O:22]1[CH2:23][CH2:24][CH2:25][CH2:26]1.[OH2:27]>>[Br:1][c:2]1[cH:3][cH:4][c:5]([NH:6][C:15](=[O:16])[O:17][CH2:18][CH:19]([CH3:20])[CH3:21])[cH:7][cH:8]1. The reactants are Nc1ccc(Br)cc1, O=C([O-])O, CCOC(C)=O, CC(C)COC(=O)Cl, [Na+], C1CCOC1, O. Product: CC(C)COC(=O)Nc1ccc(Br)cc1. RXN SMILES: [BrH:1].[BrH:2].[CH3:25][C:26](=[O:27])[O-:28].[CH3:36][OH:37].[CH:16](=[O:17])[c:18]1[cH:19][cH:20][cH:21][cH:22][cH:23]1.[H:34][H:35].[K+:24].[cH:29]1[cH:30][s:31][cH:32][cH:33]1.[nH:3]1[c:4]([C:8](=[O:9])[CH:10]2[CH2:11][CH2:12][NH:13][CH2:14][CH2:15]2)[n:5][cH:6][cH:7]1>>[nH:3]1[c:4]([C:8](=[O:9])[CH:10]2[CH2:11][CH2:12][N:13]([CH2:16][c:18]3[cH:19][cH:20][cH:21][cH:22][cH:23]3)[CH2:14][CH2:15]2)[n:5][cH:6][cH:7]1. Product: O=C(c1ncc[nH]1)C1CCN(Cc2ccccc2)CC1. The reactants are Br, Br, CC(=O)[O-], CO, O=Cc1ccccc1, [H][H], [K+], c1ccsc1, O=C(c1ncc[nH]1)C1CCNCC1. The reactants are CSC(=C[N+](=O)[O-])NCC#C (1-methylthio-1-(2-propynylamino)-2-nitroethylene), Cl.NCCS (cysteamine hydrochloride), base. The product is [N+](=O)([O-])C=C(CCS)NCC#C (1-Nitro-2-(2-propynylamino)-2-(2-mercaptoethyl)ethylene). RXN SMILES: CS[C:3]([NH:8][CH2:9][C:10]#[CH:11])=[CH:4][N+:5]([O-:7])=[O:6].Cl.N[CH2:14][CH2:15][SH:16]>>[N+:5]([CH:4]=[C:3]([NH:8][CH2:9][C:10]#[CH:11])[CH2:14][CH2:15][SH:16])([O-:7])=[O:6] |f:1.2|. Procedure details: A solution of the product of Step A of Example 2 is reacted with about an equimolar amount of cysteamine hydrochloride and about two equivalents of base, and the title product is produced. Procedure: To a solution of the compound from Step A (0.20 g, 0.33 mmol) in dichloromethane (10 mL) at −78° C. was added boron trichloride (1M in dichloromethane) (3 mL, 3 mmol) dropwise. The mixture was stirred at −78° C. for 0.5 h, then at −45° C. to −30° C. for 2 h. The reaction was quenched by addition of sodium acetate (1.0 g) and methanol (10 mL). The solution was evaporated and the residue was purified by flash chromatography over silica gel using CH2Cl2 and CH2Cl2/MeOH (95:5-90:10) gradient as the ... Yields the product NC1=C2C(=NC=N1)N(N=C2)[C@H]2[C@](O)([C@H](O)[C@H](O2)CO)C (4-Amino-1-(2-C-methyl-β-D-ribofuranosyl)-1H-pyrazolo[3,4-d]pyrimidine). Conditions: temperature -78 celsius, time 0.5 hour. Isolated yield 64.6%. Reaction SMILES: [NH2:1][C:2]1[N:7]=[CH:6][N:5]=[C:4]2[N:8]([C@@H:11]3[O:26][C@H:25]([CH2:27][O:28]CC4C=CC(Cl)=CC=4Cl)[C@@H:14]([O:15]CC4C=CC(Cl)=CC=4Cl)[C@@:12]3([CH3:38])[OH:13])[N:9]=[CH:10][C:3]=12.B(Cl)(Cl)Cl>ClCCl>[NH2:1][C:2]1[N:7]=[CH:6][N:5]=[C:4]2[N:8]([C@@H:11]3[O:26][C@H:25]([CH2:27][OH:28])[C@@H:14]([OH:15])[C@@:12]3([CH3:38])[OH:13])[N:9]=[CH:10][C:3]=12. Solvent: ClCCl (dichloromethane). Starting materials: NC1=C2C(=NC=N1)N(N=C2)[C@H]2[C@](O)([C@H](OCC1=C(C=C(C=C1)Cl)Cl)[C@H](O2)COCC2=C(C=C(C=C2)Cl)Cl)C (4-Amino-1-[3,5-bis-O-(2,4-dichlorophenylmethyl)-2-C-methyl-β-D-ribofuranosyl]-1H-pyrazolo[3,4-d]pyrimidine), B(Cl)(Cl)Cl (boron trichloride).